From a dataset of the Open Reaction Database (ORD), a public repository of structured organic reaction records. describe an organic reaction: reactants, conditions, products, and yield Starting materials: ClCCl, O=C(O)C(F)(F)F, O=C(Nc1ccc2c(c1)c(-c1nc3ccc(CN4CCOCC4)cc3[nH]1)nn2C1CCCCO1)C1CC1(F)F. Yields the product O=C(Nc1ccc2[nH]nc(-c3nc4cc(CN5CCOCC5)ccc4[nH]3)c2c1)C1CC1(F)F. RXN SMILES: [Cl:47][CH2:48][Cl:49].[F:1][C:2]([F:3])([F:4])[C:5]([OH:6])=[O:7].[F:8][C:9]1([F:46])[CH:10]([C:12](=[O:13])[NH:14][c:15]2[cH:16][c:17]3[c:18](-[c:30]4[n:31][c:32]5[c:33]([nH:34]4)[cH:35][c:36]([CH2:39][N:40]4[CH2:41][CH2:42][O:43][CH2:44][CH2:45]4)[cH:37][cH:38]5)[n:19][n:20]([CH:24]4[CH2:25][CH2:26][CH2:27][CH2:28][O:29]4)[c:21]3[cH:22][cH:23]2)[CH2:11]1>>[F:8][C:9]1([F:46])[CH:10]([C:12](=[O:13])[NH:14][c:15]2[cH:16][c:17]3[c:18](-[c:30]4[nH:31][c:32]5[c:33]([n:34]4)[cH:35][c:36]([CH2:39][N:40]4[CH2:41][CH2:42][O:43][CH2:44][CH2:45]4)[cH:37][cH:38]5)[n:19][nH:20][c:21]3[cH:22][cH:23]2)[CH2:11]1. The reactants are C(C)(C)(C)OC(N(C)C(C)C(NC(C(C)(C)C)C(=O)N1C2C(CC1)N(CC2COC2=CC(=C(C=C2)F)F)C(NC)=O)=O)=O ((1-{1-[6-(3,4-Difluoro-phenoxymethyl)-4-methylcarbamoyl-hexahydro-pyrrolo[3,2-b]pyrrole-1-carbonyl]-2,2-dimethylpropylcarbamoyl}-ethyl)-methyl-carbamic acid tert-butyl ester), C(=O)(C(F)(F)F)O (TFA). Solvent: C(Cl)Cl (DCM). Reaction conditions: time 1.5 hour. The product is CNC(=O)N1C2C(C(C1)COC1=CC(=C(C=C1)F)F)N(CC2)C(C(C(C)(C)C)NC(C(C)NC)=O)=O (3-(3,4-Difluoro-phenoxymethyl)-4-[3,3-dimethyl-2-(2-methylamino-propionylamino)-butyryl]-hexahydro-pyrrolo[3,2-b]pyrrole-1-carboxylic acid methylamide). The yield is 54.1%. Reaction SMILES: C(O[C:6](=O)[N:7]([CH:9]([C:11](=[O:42])[NH:12][CH:13]([C:18]([N:20]1[CH2:24][CH2:23][CH:22]2[N:25]([C:38](=[O:41])[NH:39][CH3:40])[CH2:26][CH:27]([CH2:28][O:29][C:30]3[CH:35]=[CH:34][C:33]([F:36])=[C:32]([F:37])[CH:31]=3)[CH:21]12)=[O:19])[C:14]([CH3:17])([CH3:16])[CH3:15])[CH3:10])C)(C)(C)C.C(O)(C(F)(F)F)=O>C(Cl)Cl>[CH3:40][NH:39][C:38]([N:25]1[CH2:26][CH:27]([CH2:28][O:29][C:30]2[CH:35]=[CH:34][C:33]([F:36])=[C:32]([F:37])[CH:31]=2)[CH:21]2[N:20]([C:18](=[O:19])[CH:13]([NH:12][C:11](=[O:42])[CH:9]([NH:7][CH3:6])[CH3:10])[C:14]([CH3:16])([CH3:17])[CH3:15])[CH2:24][CH2:23][CH:22]12)=[O:41]. Reported procedure: A solution of carbamate 90 (175 mg, 0.29 mmol) in DCM (10 mL) was treated with TFA (4 mL) at 0° C. After 1.5 h, the reaction mixture was concentrated, diluted with EtOAc, washed successively with saturated aqueous NaHCO3, and brine dried over anhydrous Na2SO4, filtered and concentrated. The crude residue was purified by reverse phase HPLC (2″ Dynamax® C18; 10% ACN/water to 70% ACN/water containing 0.1% HOAc, 30 min; Flow: 40 mL/min). The product-containing fractions were combined, frozen, and ly... The reactants are COCOC1=C(C(=C(OC2=CC=C(C(=N2)NC)[N+](=O)[O-])C=C1C)C)C (6-(4-methoxymethoxy-2,3,5-trimethylphenoxy)-2-methylamino-3-nitropyridine), CO (methanol), CO (methanol), O1CCCC1 (tetrahydrofuran). Reagents/catalysts: [Pd] (palladium on carbon), [Pd] (palladium on carbon). Run at time 2 hour. Yields the product OCC1=NC=2C(=NC(=CC2)OC2=C(C(=C(C(=C2)C)O)C)C)N1C (2-Hydroxymethyl-5-(4-hydroxy-2,3,5-trimethylphenoxy)-3-methyl-3H-imidazo[4,5-b]pyridine). RXN SMILES: COC[O:4][C:5]1[C:22]([CH3:23])=[CH:21][C:8]([O:9][C:10]2[N:15]=[C:14]([NH:16][CH3:17])[C:13]([N+:18]([O-])=O)=[CH:12][CH:11]=2)=[C:7]([CH3:24])[C:6]=1[CH3:25].CO.[O:28]1CC[CH2:30][CH2:29]1>[Pd]>[OH:28][CH2:29][C:30]1[N:16]([CH3:17])[C:14]2=[N:15][C:10]([O:9][C:8]3[CH:21]=[C:22]([CH3:23])[C:5]([OH:4])=[C:6]([CH3:25])[C:7]=3[CH3:24])=[CH:11][CH:12]=[C:13]2[N:18]=1. Procedure details: A mixture of 288 g of 6-(4-methoxymethoxy-2,3,5-trimethylphenoxy)-2-methylamino-3-nitropyridine, 14 g of 10% palladium on carbon and 1500 ml of methanol was stirred at room temperature for 2 hours under a hydrogen atmosphere. To the reaction mixture, 14 g of 10% palladium on carbon, 500 ml of methanol and 500 ml of tetrahydrofuran were added and the resulting mixture was stirred at 50° C. for 8 hours under a hydrogen atmosphere. The palladium on carbon in the reaction mixture was filtered off an... Starting materials: C(C)(=O)N[C@H]1[C@H](CCC(C1)=O)N1C([C@H](CC1)NC(OCC1=CC=CC=C1)=O)=O (benzyl (S)-1-((1S,2R)-2-acetamido-4-oxocyclohexyl)-2-oxopyrrolidin-3-ylcarbamate), C(C)(C)(C)N (tert-butylamine), S(C)C (SMe2). The reagents and catalysts are Cl[Ti](Cl)(Cl)Cl.CC(C)O[Ti](OC(C)C)(OC(C)C)OC(C)C (TiCl4 Ti(OiPr)4), Cl[Ti](Cl)(Cl)Cl (TiCl4), CC(C)O[Ti](OC(C)C)(OC(C)C)OC(C)C (Ti(OiPr)4). Solvent: ClCCl (dichloromethane), ClCCl (dichloromethane). Run at time 10 minute. Yields the product C(C)(=O)N[C@H]1[C@H](CC[C@H](C1)NC(C)(C)C)N1C([C@H](CC1)NC(OCC1=CC=CC=C1)=O)=O (benzyl (S)-1-((1S,2R,4R)-2-acetamido-4-(tert-butylamino)cyclohexyl)-2-oxopyrrolidin-3-ylcarbamate). Yield: 78.0%. Reaction SMILES: [C:1]([NH:4][C@@H:5]1[CH2:10][C:9](=O)[CH2:8][CH2:7][C@@H:6]1[N:12]1[CH2:16][CH2:15][C@H:14]([NH:17][C:18](=[O:27])[O:19][CH2:20][C:21]2[CH:26]=[CH:25][CH:24]=[CH:23][CH:22]=2)[C:13]1=[O:28])(=[O:3])[CH3:2].[C:29]([NH2:33])([CH3:32])([CH3:31])[CH3:30].S(C)C>ClCCl.Cl[Ti](Cl)(Cl)Cl.CC(O[Ti](OC(C)C)(OC(C)C)OC(C)C)C.Cl[Ti](Cl)(Cl)Cl.CC(O[Ti](OC(C)C)(OC(C)C)OC(C)C)C>[C:1]([NH:4][C@@H:5]1[CH2:10][C@H:9]([NH:33][C:29]([CH3:32])([CH3:31])[CH3:30])[CH2:8][CH2:7][C@@H:6]1[N:12]1[CH2:16][CH2:15][C@H:14]([NH:17][C:18](=[O:27])[O:19][CH2:20][C:21]2[CH:22]=[CH:23][CH:24]=[CH:25][CH:26]=2)[C:13]1=[O:28])(=[O:3])[CH3:2] |f:6.7|. Procedure: To a solution of TiCl4 (1M in dichloromethane, 36 ml, 36 mmol) in dichloromethane (30 ml) at 0° C. was added Ti(OiPr)4 (10.8 ml, 36 mmol). The mixture was then stirred at room temperature for 10 min. To a solution of benzyl (S)-1-((1S,2R)-2-acetamido-4-oxocyclohexyl)-2-oxopyrrolidin-3-ylcarbamate (23.25 g, 60 mmol) in dichloromethane (600 ml) was added tert-butylamine (30 ml, 300 mmol) at room temperature, followed by the addition of the TiCl4/Ti(OiPr)4 solution at −50° C. The reaction was allow... The reactants are [H][H] (hydrogen), [Br-].BrC=1C=C(NC1)C=[N+]1CCCC1 (1-(4-bromopyrrol-2-ylmethylene)pyrrolidinium bromide), [OH-].[Na+] (NaOH), B (borane). The solvent is O1CCCC1 (tetrahydrofuran). Product: BrC=1C=C(NC1)CN1CCCC1.B (4-Bromo-2-(1-pyrrolidinomethyl)pyrrole borane). As a reaction SMILES: [Br-].[Br:2][C:3]1[CH:4]=[C:5]([CH:8]=[N+:9]2[CH2:13][CH2:12][CH2:11][CH2:10]2)[NH:6][CH:7]=1.[BH3:14].[OH-].[Na+].[H][H]>O1CCCC1>[Br:2][C:3]1[CH:4]=[C:5]([CH2:8][N:9]2[CH2:13][CH2:12][CH2:11][CH2:10]2)[NH:6][CH:7]=1.[BH3:14] |f:0.1,3.4,7.8|. Procedure details: A suspension of 3.1 g of finely ground 1-(4-bromopyrrol-2-ylmethylene)pyrrolidinium bromide (0.01 mole) in 30 ml of dry tetrahydrofuran (THF) is stirred at room temperature under N2 while 30 ml of 1M borane.- THF complex is added dropwise over 10 minutes with stirring, and the whole is stirred for a further 21/2 hours while being chilled in an ice bath. Then 10 ml of 1N NaOH is added dropwise and hydrogen is evolved. The reaction mixture is acidified and extracted with ether; the combined extrac... Reactants: CC1=C(C=NN1C1=NC(=CC(=C1)C(F)(F)F)C)C(C)=O (1-[5-methyl-1-(6-methyl-4-trifluoromethyl-pyridin-2-yl)-1H-pyrazol-4-yl]-ethanone), CC=1N=C(SC1C(C)=O)C=1SC=CC1 (1-(4-methyl-2-thiophen-2-yl-thiazol-5-yl)-ethanone), N (NH3). Yields the product CC1=C(C=NN1C1=NC(=CC(=C1)C(F)(F)F)C)C1=NC2=CC=C(C=C2C=C1)CCN1[C@@H](CCC1)C (2-[5-Methyl-1-(6-methyl-4-trifluoromethyl-pyridin-2-yl)-1H-pyrazol-4-yl]-6-[2-((2R)-2-methyl-pyrrolidin-1-yl)-ethyl]-quinoline). As a reaction SMILES: [CH3:1][C:2]1[N:6]([C:7]2[CH:12]=[C:11]([C:13]([F:16])([F:15])[F:14])[CH:10]=[C:9]([CH3:17])[N:8]=2)[N:5]=[CH:4][C:3]=1[C:18](=O)[CH3:19].[CH3:21][C:22]1[N:23]=[C:24]([C:30]2S[CH:32]=[CH:33][CH:34]=2)S[C:26]=1[C:27](=O)[CH3:28].[NH3:35]>>[CH3:1][C:2]1[N:6]([C:7]2[CH:12]=[C:11]([C:13]([F:16])([F:15])[F:14])[CH:10]=[C:9]([CH3:17])[N:8]=2)[N:5]=[CH:4][C:3]=1[C:18]1[CH:19]=[CH:18][C:3]2[C:2](=[CH:32][CH:33]=[C:34]([CH2:30][CH2:24][N:23]3[CH2:28][CH2:27][CH2:26][C@H:22]3[CH3:21])[CH:4]=2)[N:35]=1. Procedure: The title compound was prepared using the procedure described in Example 1G using 1-[5-methyl-1-(6-methyl-4-trifluoromethyl-pyridin-2-yl)-1H-pyrazol-4-yl]-ethanone (Maybridge Chemical Company Ltd., catalog number CD 11385) for 1-(4-methyl-2-thiophen-2-yl-thiazol-5-yl)-ethanone. 1H NMR (300 MHz, CDCl3) δ 1.15 (d, J=6.10 Hz, 3H), 1.49 (m, 1H), 1.79 (m, 2H), 1.96 (m, 1H), 2.27 (m, 1H), 2.43 (m, 2H), 2.68 (s, 3H), 3.05 (m, 2H), 3.11 (s, 3H), 3.15 (m, 1H), 3.32 (m, 1H), 7.30 (s, 1H), 7.61 (m, 3H), 8....